This data is from the Open Reaction Database (ORD), a public repository of structured organic reaction records. The task is: describe an organic reaction: reactants, conditions, products, and yield The reactants are COC(=O)COCC#CCC1C(Cl)CC(O)C1c1ccc(C(O)C2CCCCC2)cc1, CCOC(C)=O. Product: COC(=O)COCCCCC1C(Cl)CC(O)C1c1ccc(C(O)C2CCCCC2)cc1. As a reaction SMILES: [CH3:1][O:2][C:3]([CH2:4][O:5][CH2:6][C:7]#[C:8][CH2:9][CH:10]1[CH:11]([c:17]2[cH:18][cH:19][c:20]([CH:23]([OH:24])[CH:25]3[CH2:26][CH2:27][CH2:28][CH2:29][CH2:30]3)[cH:21][cH:22]2)[CH:12]([OH:16])[CH2:13][CH:14]1[Cl:15])=[O:31].[CH3:32][CH2:33][O:34][C:35](=[O:36])[CH3:37]>>[CH3:1][O:2][C:3]([CH2:4][O:5][CH2:6][CH2:7][CH2:8][CH2:9][CH:10]1[CH:11]([c:17]2[cH:18][cH:19][c:20]([CH:23]([OH:24])[CH:25]3[CH2:26][CH2:27][CH2:28][CH2:29][CH2:30]3)[cH:21][cH:22]2)[CH:12]([OH:16])[CH2:13][CH:14]1[Cl:15])=[O:31]. Reactants: COc1ccc(Br)cc1, ClCCl, COC(Cl)Cl, [Cl-], [Cl-], [Cl-], [Cl-], [Ti+4]. RXN SMILES: [Br:1][c:2]1[cH:3][cH:4][c:5]([O:8][CH3:9])[cH:6][cH:7]1.[CH2:20]([Cl:21])[Cl:22].[CH3:10][O:11][CH:12]([Cl:13])[Cl:14].[Cl-:15].[Cl-:16].[Cl-:17].[Cl-:18].[Ti+4:19]>>[Br:1][c:2]1[cH:3][c:4]([CH:10]=[O:11])[c:5]([O:8][CH3:9])[cH:6][cH:7]1. The product is COc1ccc(Br)cc1C=O. The product is FC1(C(C1)CN1S(N(C2=C1C=CC(=C2)C2=C(C=CC(=N2)C(=O)OCC)C)C)(=O)=O)F (Ethyl 6-{1-[(2,2-difluorocyclopropyl)methyl]-3-methyl-2,2-dioxido-1,3-dihydro-2,1,3-benzothiadiazol-5-yl}-5-methylpyridine-2-carboxylate). Run in C1CCOC1 (THF), CCOC(=O)C (EtOAc), O (water). Reported procedure: 1-[(2,2-difluorocyclopropyl)methyl]-3-methyl-5-(4,4,5,5-tetramethyl-1,3,2-dioxaborolan-2-yl)-1,3-dihydro-2,1,3-benzothiadiazole 2,2-dioxide (12-1) (100 mg, 0.25 mmol, 1 eq), ethyl 6-chloro-5-methylpyridine-2-carboxylate (26-4) (75 mg, 0.38 mmol, 1.5 eq), tripotassium phosphate (106 mg, 0.50 mmol, 2.0 eq), S-Phos (10 mg, 0.025 mmol, 0.1 eq), and palladium(II) acetate (2.8 mg, 0.012 mmol, 0.05 eq) were combined in THF (1 mL) and water (0.2 mL). The resulting mixture was heated at 75° C. for 14 hou... The reactants are FC1(C(C1)CN1S(N(C2=C1C=CC(=C2)B2OC(C(O2)(C)C)(C)C)C)(=O)=O)F (1-[(2,2-difluorocyclopropyl)methyl]-3-methyl-5-(4,4,5,5-tetramethyl-1,3,2-dioxaborolan-2-yl)-1,3-dihydro-2,1,3-benzothiadiazole 2,2-dioxide), COC=1C=CC=C(C1C=2C=CC=CC2P(C3CCCCC3)C4CCCCC4)OC (S-Phos), ClC1=C(C=CC(=N1)C(=O)OCC)C (Ethyl 6-chloro-5-methylpyridine-2-carboxylate), P(=O)([O-])([O-])[O-].[K+].[K+].[K+] (tripotassium phosphate). Run at temperature 75 celsius. The reagents and catalysts are C(C)(=O)[O-].[Pd+2].C(C)(=O)[O-] (palladium(II) acetate). Reaction SMILES: [F:1][C:2]1([F:27])[CH2:4][CH:3]1[CH2:5][N:6]1[C:10]2[CH:11]=[CH:12][C:13](B3OC(C)(C)C(C)(C)O3)=[CH:14][C:9]=2[N:8]([CH3:24])[S:7]1(=[O:26])=[O:25].Cl[C:29]1[N:34]=[C:33]([C:35]([O:37][CH2:38][CH3:39])=[O:36])[CH:32]=[CH:31][C:30]=1[CH3:40].P([O-])([O-])([O-])=O.[K+].[K+].[K+].COC1C=CC=C(OC)C=1C1C=CC=CC=1P(C1CCCCC1)C1CCCCC1>C1COCC1.O.CCOC(C)=O.C([O-])(=O)C.[Pd+2].C([O-])(=O)C>[F:1][C:2]1([F:27])[CH2:4][CH:3]1[CH2:5][N:6]1[C:10]2[CH:11]=[CH:12][C:13]([C:29]3[N:34]=[C:33]([C:35]([O:37][CH2:38][CH3:39])=[O:36])[CH:32]=[CH:31][C:30]=3[CH3:40])=[CH:14][C:9]=2[N:8]([CH3:24])[S:7]1(=[O:25])=[O:26] |f:2.3.4.5,10.11.12|. The reactants are CC1=C(C(=CC=C1)C)N=C=S (2,6-Dimethylphenylisothiocyanate), NCCCO (3-amino-1-propanol), O (water). Solvent: CCOCC (ether). Conditions: time 0.5 hour. Yields the product CC=1C=CC=C(C1NC2=NCCCS2)C (xylazine). Yield: 79.5%. As a reaction SMILES: [CH3:1][C:2]1[CH:7]=[CH:6][CH:5]=[C:4]([CH3:8])[C:3]=1[N:9]=[C:10]=[S:11].[NH2:12][CH2:13][CH2:14][CH2:15]O.O>CCOCC>[CH3:8][C:4]1[CH:5]=[CH:6][CH:7]=[C:2]([CH3:1])[C:3]=1[NH:9][C:10]1[S:11][CH2:15][CH2:14][CH2:13][N:12]=1. Procedure: 2,6-Dimethylphenylisothiocyanate (15.0 g, 0.093 mole) was added to 3-amino-1-propanol (6.9 g, 0.093 mole) in 60 ml of ether, and the mixture was heated to reflux for 0.5 hr. After the ether was evaporated, 60 ml of concentrated hydrochloric acid was added and refluxing was continued for 0.5 hr. The cooled reaction mixture was treated with 60 ml of water and filtered. The filtrate was made basic with dilute sodium hydroxide, and the precipitate was collected by filtration and washed with water. R... Run in CN(C)C=O (DMF). Reported procedure: The mixture of 4-[(1R,2S)-2-(2-{[3-methyl-5-(2-oxoimidazolidin-1-yl)pyridine-2-yl]oxy}ethyl)cyclopropyl]piperidine-1-carbonitrile (13 mg, 0.035 mmol), N-hydroxy-2-methylpropanimidamide (5 mg., 0.05 mmol) and zinc chloride (0.1 mL., 0.05 mmol) in 1 mL of DMF was stirred 2 hrs at 80° C., then PTSA (7 mg, 0.037 mmol) was added and stirred for additional 2 hrs at 85° C. The mixture was cooled to room temperature and then quenched by sat'd aq soln of NaHCO3. The mixture was extracted with EtOAc (2×5 ... Reaction conditions: temperature 80 celsius, time 2 hour. The product is CC=1C=C(C=NC1OCC[C@H]1[C@H](C1)C1CCN(CC1)C1=NC(=NO1)C(C)C)N1C(NCC1)=O (1-(5-methyl-6-{2-[(1S,2R)-2-{1-[3-(1-methylethyl)-1,2,4-oxadiazol-5-yl]piperidin-4-yl}cyclopropyl]ethoxy}pyridin-3-yl)imidazolidin-2-one). As a reaction SMILES: [CH3:1][C:2]1[C:3]([O:14][CH2:15][CH2:16][C@@H:17]2[CH2:19][C@@H:18]2[CH:20]2[CH2:25][CH2:24][N:23]([C:26]#[N:27])[CH2:22][CH2:21]2)=[N:4][CH:5]=[C:6]([N:8]2[CH2:12][CH2:11][NH:10][C:9]2=[O:13])[CH:7]=1.[OH:28][NH:29][C:30](=N)[CH:31]([CH3:33])[CH3:32].CC1C=CC(S(O)(=O)=O)=CC=1>CN(C=O)C.[Cl-].[Zn+2].[Cl-]>[CH3:1][C:2]1[CH:7]=[C:6]([N:8]2[CH2:12][CH2:11][NH:10][C:9]2=[O:13])[CH:5]=[N:4][C:3]=1[O:14][CH2:15][CH2:16][C@@H:17]1[CH2:19][C@@H:18]1[CH:20]1[CH2:25][CH2:24][N:23]([C:26]2[O:28][N:29]=[C:30]([CH:31]([CH3:33])[CH3:32])[N:27]=2)[CH2:22][CH2:21]1 |f:4.5.6|. Reagents/catalysts: [Cl-].[Zn+2].[Cl-] (zinc chloride). Reactants: CC=1C(=NC=C(C1)N1C(NCC1)=O)OCC[C@H]1[C@H](C1)C1CCN(CC1)C#N (4-[(1R,2S)-2-(2-{[3-methyl-5-(2-oxoimidazolidin-1-yl)pyridine-2-yl]oxy}ethyl)cyclopropyl]piperidine-1-carbonitrile), ONC(C(C)C)=N (N-hydroxy-2-methylpropanimidamide), CC=1C=CC(=CC1)S(=O)(=O)O (PTSA). Starting materials: BrC=1C=C(C=NC1)C(C)=O (1-(5-bromo-pyridin-3-yl)-ethanone), Ti(O-iPr)4, N (ammonia), O (Water), [BH4-].[Na+] (NaBH4). Run at temperature 0 celsius. Product: BrC=1C=C(C=NC1)C(C)N ((rac)-1-(5-Bromo-pyridin-3-yl)-ethylamine). Reaction SMILES: [Br:1][C:2]1[CH:3]=[C:4]([C:8](=O)[CH3:9])[CH:5]=[N:6][CH:7]=1.[BH4-].[Na+].O.[NH3:14]>>[Br:1][C:2]1[CH:3]=[C:4]([CH:8]([NH2:14])[CH3:9])[CH:5]=[N:6][CH:7]=1 |f:1.2|. Reported procedure: To a solution of 1-(5-bromo-pyridin-3-yl)-ethanone (400 mg, 2 mmol) in methanolic ammonia (10 mL) was added Ti(O-iPr)4 (1.14 g, 4 mmol). The resulting reaction mixture was heated to reflux and stirred over night. After cooling at 0° C., NaBH4 was added into the mixture and it was allowed to warm up to room temperature and stirred for 3 hours. Water was added and the reaction mixture was extracted with EtOAc. The organic layer was washed with water and brine, dried over anhydrous Na2SO4, filtered... The reactants are [Cl-].[NH4+] (ammonium chloride), C(CCC)[Li] (n-butyllithium), COC1=C(C=C(C=C1)Br)OCCCOC (4-methoxy-3-(3-methoxypropyloxy)-bromobenzene), CN1CCOCC1 (4-methylmorpholine), [Br-].[Mg+2].[Br-] (magnesium bromide), [Cl-].[Na+] (sodium chloride), [Mg] (magnesium), BrCCBr (1,2-dibromoethane), C(C)(C)[C@H]1C(O[C@@H](C1)[C@H](C[C@H](C=O)C(C)C)N=[N+]=[N-])=O (3(S)-isopropyl-5(S)-[1(S)-azido-3(S)-isopropyl-4-oxobutyl]-tetrahydrofuran-2-one). The solvent is O1CCCC1 (tetrahydrofuran), O1CCCC1 (tetrahydrofuran), O1CCCC1 (tetrahydrofuran), O1CCCC1 (tetrahydrofuran). Reaction conditions: temperature -75 celsius, time 20 minute. The product is C(C)(C)[C@H]1C(O[C@@H](C1)[C@H](C[C@H](C(C1=CC(=C(C=C1)OC)OCCCOC)O)C(C)C)N=[N+]=[N-])=O (3(S)-Isopropyl-5(S)-{1(S)-azido-4(R,S)-hydroxy-3(S)-isopropyl-4-[4-methoxy-3-(3-methoxypropyloxy)-phenyl]-butyl}-tetrahydrofuran-2-one). RXN SMILES: C([Li])CCC.[CH3:6][O:7][C:8]1[CH:13]=[CH:12][C:11](Br)=[CH:10][C:9]=1[O:15][CH2:16][CH2:17][CH2:18][O:19][CH3:20].CN1CCOCC1.[Br-].[Mg+2].[Br-].[Mg].BrCCBr.[CH:36]([C@@H:39]1[CH2:43][C@@H:42]([C@@H:44]([N:52]=[N+:53]=[N-:54])[CH2:45][C@@H:46]([CH:49]([CH3:51])[CH3:50])[CH:47]=[O:48])[O:41][C:40]1=[O:55])([CH3:38])[CH3:37].[Cl-].[NH4+].[Cl-].[Na+]>O1CCCC1>[CH:36]([C@@H:39]1[CH2:43][C@@H:42]([C@@H:44]([N:52]=[N+:53]=[N-:54])[CH2:45][C@@H:46]([CH:49]([CH3:50])[CH3:51])[CH:47]([OH:48])[C:11]2[CH:12]=[CH:13][C:8]([O:7][CH3:6])=[C:9]([O:15][CH2:16][CH2:17][CH2:18][O:19][CH3:20])[CH:10]=2)[O:41][C:40]1=[O:55])([CH3:37])[CH3:38] |f:3.4.5,9.10,11.12|. Procedure: 45.1 ml of a 1N n-butyllithium solution (in hexane) are added dropwise at -75° C. to a mixture of 12 g of 4-methoxy-3-(3-methoxypropyloxy)-bromobenzene and 9.7 ml of 4-methylmorpholine in 75 ml of tetrahydrofuran. The reaction mixture is stirred for a further 20 minutes at -75° C. and then, at from -75° C. to -60° C., a suspension of magnesium bromide in tetrahydrofuran (freshly prepared from 1.6 g of magnesium powder and 5.7 ml of 1,2-dibromoethane in 150 ml of tetrahydrofuran) is added. The re... The reactants are C(C)OC(=O)C1=C(NC2=CC=C(C=C12)OCC1OC1)C (2-Methyl-5-oxiranylmethoxy-1H-indole-3-carboxylic acid ethyl ester), [N-]=[N+]=[N-].[Na+] (sodium azide), [Cl-].[Li+] (lithium chloride). Solvent: CN(C)C=O (DMF). The product is C(C)OC(=O)C1=C(NC2=CC=C(C=C12)OC[C@H](CN=[N+]=[N-])O)C (5-((2S)-3-Azido-2-hydroxy-propoxy)-2-methyl-1H-indole-3-carboxylic acid ethyl ester). Isolated yield 38.8%. RXN SMILES: [CH2:1]([O:3][C:4]([C:6]1[C:14]2[C:9](=[CH:10][CH:11]=[C:12]([O:15][CH2:16][CH:17]3[CH2:19][O:18]3)[CH:13]=2)[NH:8][C:7]=1[CH3:20])=[O:5])[CH3:2].[N-:21]=[N+:22]=[N-:23].[Na+].[Cl-].[Li+]>CN(C=O)C>[CH2:1]([O:3][C:4]([C:6]1[C:14]2[C:9](=[CH:10][CH:11]=[C:12]([O:15][CH2:16][C@@H:17]([OH:18])[CH2:19][N:21]=[N+:22]=[N-:23])[CH:13]=2)[NH:8][C:7]=1[CH3:20])=[O:5])[CH3:2] |f:1.2,3.4|. Procedure details: A solution of 1.4 g (5.1 mmol) of 2-methyl-5-oxiranylmethoxy-1 H-indole-3-carboxylic acid ethyl ester (which was obtained in Example 139), 0.5 g (7.6 mmol) of sodium azide and 0.43 g (10.2 mmol) of lithium chloride in 15 mL anhydrous DMF was heated at 60° C. overnight. The mixture was cooled to room temperature and quenched with water. The aqueous mixture was extracted with ethyl acetate. The organic layer was washed twice with water, dried over sodium sulfate and concentrated in vacuo. The resi... The reactants are CC[C@H]1CN2CC[C@H]1C[C@@H]2[C@H](C3=C4C=C(C=CC4=NC=C3)OC)OC5=NN=C(C6=CC=CC=C65)O[C@H]([C@H]7C[C@@H]8CCN7C[C@@H]8CC)C9=C1C=C(C=CC1=NC=C9)OC ((DHQD)2PHAL), C(C1=CC=CC=C1)OC1=CC=C(C=C1)C=C (1-Benzyloxy-4-vinyl-benzene), C20H26NO4, C(N)(OC(C)(C)C)=O (t-butyl carbamate), [OH-].[Na+] (sodium hydroxide), S(=O)([O-])[O-].[Na+].[Na+] (sodium sulfite), ClOC(C)(C)C (t-butyl hypochloride), K2OsO2. Solvent: C(CC)O (n-propanol), C(CC)O (n-propanol), C(CC)O (n-propanol), O (water). Conditions: time 5 minute. Product: C(C)(C)(C)OC(N[C@@H](CO)C1=CC=C(C=C1)OCC1=CC=CC=C1)=O ([(R)-1-(4-Benzyloxy-phenyl)-2-hydroxy-ethyl]-carbamic acid t-butyl ester). Yield: 59.0%. As a reaction SMILES: [C:1](=[O:8])([O:3][C:4]([CH3:7])([CH3:6])[CH3:5])[NH2:2].[OH-].[Na+].Cl[O:12]C(C)(C)C.CC[C@@H]1[C@@H]2C[C@H]([C@@H](OC3[C:50]4[C:45](=[CH:46][CH:47]=[CH:48][CH:49]=4)[C:44]([O:51][C@@H:52]([C:63]4C=CN=[C:69]5[C:64]=4C=C(OC)[CH:67]=[CH:68]5)[C@@H:53]4N5C[C@H](CC)[C@@H](CC5)[CH2:54]4)=NN=3)C3C=CN=C4C=3C=C(OC)C=C4)N(CC2)C1.C(OC1C=CC(C=C)=CC=1)C1C=CC=CC=1.S([O-])([O-])=O.[Na+].[Na+]>C(O)CC.O>[C:4]([O:3][C:1](=[O:8])[NH:2][C@H:68]([C:69]1[CH:54]=[CH:53][C:52]([O:51][CH2:44][C:45]2[CH:46]=[CH:47][CH:48]=[CH:49][CH:50]=2)=[CH:63][CH:64]=1)[CH2:67][OH:12])([CH3:7])([CH3:6])[CH3:5] |f:1.2,6.7.8|. Procedure details: To a solution of t-butyl carbamate (3.65 g, 30.5 mmol) in n-propanol (40 ml) was added the solution of sodium hydroxide (1.26 g, 30.5 mmol) in water (75 ml), then added t-butyl hypochloride (3.5 ml, 30.5 mmol), made freshly (Org. Syn. 184) in a light-off hood. The mixture was stirred for 5 minutes at room temperature. This reaction mixture was then placed in an ice-bath, (DHQD)2PHAL (0.492 g, 0.6 mmol) in n-propanol (40 ml) and 1-Benzyloxy-4-vinyl-benzene (2.10 g, 10 mmol) in n-propanol (70 ml) ... Reactants: COc1ccc(C(=O)Cl)cc1C12CC3CC(CC(C3)C1)C2, C=CCOC(=O)c1ccc(N)cc1. Yields the product C=CCOC(=O)c1ccc(NC(=O)c2ccc(OC)c(C34CC5CC(CC(C5)C3)C4)c2)cc1. Reaction SMILES: [C:14]12([c:24]3[cH:25][c:26]([C:27](=[O:28])[Cl:29])[cH:30][cH:31][c:32]3[O:33][CH3:34])[CH2:15][CH:16]3[CH2:17][CH:18]([CH2:19][CH:20]([CH2:21]1)[CH2:22]3)[CH2:23]2.[NH2:1][c:2]1[cH:3][cH:4][c:5]([C:6](=[O:7])[O:8][CH2:9][CH:10]=[CH2:11])[cH:12][cH:13]1>>[NH:1]([c:2]1[cH:3][cH:4][c:5]([C:6](=[O:7])[O:8][CH2:9][CH:10]=[CH2:11])[cH:12][cH:13]1)[C:27]([c:26]1[cH:25][c:24]([C:14]23[CH2:15][CH:16]4[CH2:17][CH:18]([CH2:19][CH:20]([CH2:21]2)[CH2:22]4)[CH2:23]3)[c:32]([O:33][CH3:34])[cH:31][cH:30]1)=[O:28].